From a dataset of the Open Reaction Database (ORD), a public repository of structured organic reaction records. describe an organic reaction: reactants, conditions, products, and yield The reactants are O=C(Br)CBr, O=C([O-])O, ClCCl, Nc1ccc(F)cc1C(=O)c1ccccc1Br, [Na+]. The product is O=C(CBr)Nc1ccc(F)cc1C(=O)c1ccccc1Br. RXN SMILES: [Br:23][CH2:24][C:25](=[O:26])[Br:27].[C:18](=[O:19])([OH:20])[O-:21].[CH2:28]([Cl:29])[Cl:30].[NH2:1][c:2]1[c:3]([C:9](=[O:10])[c:11]2[c:12]([Br:17])[cH:13][cH:14][cH:15][cH:16]2)[cH:4][c:5]([F:8])[cH:6][cH:7]1.[Na+:22]>>[NH:1]([c:2]1[c:3]([C:9](=[O:10])[c:11]2[c:12]([Br:17])[cH:13][cH:14][cH:15][cH:16]2)[cH:4][c:5]([F:8])[cH:6][cH:7]1)[C:25]([CH2:24][Br:23])=[O:26]. Starting materials: FC=1C=CC(=C(C1)C(CC1(OC1)C(F)(F)F)(C)C)OC (2-[2-(5-fluoro-2-methoxyphenyl)-2-methylpropyl)-2-(trifluoromethyl)oxirane), NC=1C=CC=C2C=CC=NC12 (8-aminoquinoline). Solvent: N1C(NCCC1)=O (3,4,5,6-tetrahydro-2-(1H)-pyrimidone). Yields the product N1=CC=CC2=CC=CC(=C12)NCC(CC(C)(C)C1=C(C=CC(=C1)F)OC)(O)C(F)(F)F (1-(Quinolin-8-ylamino)-4-(5-fluoro-2-methoxyphenyl)-4-methyl-2-(trifluoromethyl)pentan-2-ol). The yield is 77.5%. Reaction SMILES: [F:1][C:2]1[CH:3]=[CH:4][C:5]([O:19][CH3:20])=[C:6]([C:8]([CH3:18])([CH3:17])[CH2:9][C:10]2([C:13]([F:16])([F:15])[F:14])[CH2:12][O:11]2)[CH:7]=1.[NH2:21][C:22]1[CH:23]=[CH:24][CH:25]=[C:26]2[C:31]=1[N:30]=[CH:29][CH:28]=[CH:27]2>N1CCCNC1=O>[N:30]1[C:31]2[C:26](=[CH:25][CH:24]=[CH:23][C:22]=2[NH:21][CH2:12][C:10]([C:13]([F:16])([F:15])[F:14])([OH:11])[CH2:9][C:8]([C:6]2[CH:7]=[C:2]([F:1])[CH:3]=[CH:4][C:5]=2[O:19][CH3:20])([CH3:18])[CH3:17])[CH:27]=[CH:28][CH:29]=1. Procedure details: 200 mg (0.68 mmol) of 2-[2-(5-fluoro-2-methoxyphenyl)-2-methylpropyl)-2-(trifluoromethyl)oxirane (WO 00/32584) and 99 mg (0.68 mmol) of 8-aminoquinoline are heated in 0.2 ml of 3,4,5,6-tetrahydro-2-(1H)-pyrimidone (DMPU) for 20 hours to 130° C. After the reaction mixture is purified on silica gel with hexane-ethyl acetate (0-20%), 230 mg of the product is obtained. Starting materials: C(C)OC(=O)C(C(=O)OCC)(CCC(=O)OCC)CC(=O)C1=CC=C(C=C1)[N+](=O)[O-] (diethyl 2-ethoxycarbonyl-2-(2-(4-nitrophenyl)-2-oxoethyl)glutarate), [OH-].[Na+] (NaOH), Cl (HCl). Run in C(C)O (ethanol). Product: [N+](=O)([O-])C1=CC=C(C=C1)C(CC(C(=O)OCC)CCC(=O)OCC)=O (diethyl (RS)-2-(2-(4-nitrophenyl)-2-oxoethyl)glutarate). Isolated yield 71.9%. Reaction SMILES: [CH2:1]([O:3][C:4]([C:6]([CH2:19][C:20]([C:22]1[CH:27]=[CH:26][C:25]([N+:28]([O-:30])=[O:29])=[CH:24][CH:23]=1)=[O:21])([CH2:12][CH2:13][C:14]([O:16][CH2:17][CH3:18])=[O:15])C(OCC)=O)=[O:5])[CH3:2].[OH-].[Na+].Cl>C(O)C>[N+:28]([C:25]1[CH:24]=[CH:23][C:22]([C:20](=[O:21])[CH2:19][CH:6]([CH2:12][CH2:13][C:14]([O:16][CH2:17][CH3:18])=[O:15])[C:4]([O:3][CH2:1][CH3:2])=[O:5])=[CH:27][CH:26]=1)([O-:30])=[O:29] |f:1.2|. Procedure details: A solution of diethyl 2-ethoxycarbonyl-2-(2-(4-nitrophenyl)-2-oxoethyl)glutarate (2.5 g, 5.9 mmol) in ethanol:1N NaOH (2:1, 105 ml) was stirred 20 hours at room temperature and then acidified to pH 1.5 with concentrated HCl and concentrated in vacuo. The residue was dissolved in diglyme (50 ml) and the solution stirred at reflux for 20 minutes and then concentrated in vacuo. The residue was then dissolved in ethanol (50 ml). HCl gas was bubbled into the solution for 30 seconds, and the solution ... Reactants: Cn1c(C=C2CN(C(=O)OC(C)(C)C)C2)nc2c(N3CCOCC3)nc(Cl)nc21, O=C([O-])[O-], CCc1nc2ccccc2[nH]1, [Cs+], [Cs+], C1COCCO1, O=C(C=Cc1ccccc1)C=Cc1ccccc1, O=C(C=Cc1ccccc1)C=Cc1ccccc1, O=C(C=Cc1ccccc1)C=Cc1ccccc1, [Pd], [Pd]. Yields the product CCc1nc2ccccc2n1-c1nc(N2CCOCC2)c2nc(C=C3CN(C(=O)OC(C)(C)C)C3)n(C)c2n1. RXN SMILES: [C:1]([CH3:2])([CH3:3])([CH3:4])[O:5][C:6](=[O:7])[N:8]1[CH2:9][C:10](=[CH:12][c:13]2[n:14]([CH3:29])[c:15]3[n:16][c:17]([Cl:28])[n:18][c:19]([N:22]4[CH2:23][CH2:24][O:25][CH2:26][CH2:27]4)[c:20]3[n:21]2)[CH2:11]1.[C:41](=[O:42])([O-:43])[O-:44].[CH2:30]([CH3:31])[c:32]1[nH:33][c:34]2[c:35]([n:36]1)[cH:37][cH:38][cH:39][cH:40]2.[Cs+:45].[Cs+:46].[O:47]1[CH2:48][CH2:49][O:50][CH2:51][CH2:52]1.[O:55]=[C:56]([CH:57]=[CH:58][c:59]1[cH:60][cH:61][cH:62][cH:63][cH:64]1)[CH:65]=[CH:66][c:67]1[cH:68][cH:69][cH:70][cH:71][cH:72]1.[O:73]=[C:74]([CH:75]=[CH:76][c:77]1[cH:78][cH:79][cH:80][cH:81][cH:82]1)[CH:83]=[CH:84][c:85]1[cH:86][cH:87][cH:88][cH:89][cH:90]1.[O:91]=[C:92]([CH:93]=[CH:94][c:95]1[cH:96][cH:97][cH:98][cH:99][cH:100]1)[CH:101]=[CH:102][c:103]1[cH:104][cH:105][cH:106][cH:107][cH:108]1.[Pd:53].[Pd:54]>>[C:1]([CH3:2])([CH3:3])([CH3:4])[O:5][C:6](=[O:7])[N:8]1[CH2:9][C:10](=[CH:12][c:13]2[n:14]([CH3:29])[c:15]3[n:16][c:17](-[n:33]4[c:32]([CH2:30][CH3:31])[n:36][c:35]5[c:34]4[cH:40][cH:39][cH:38][cH:37]5)[n:18][c:19]([N:22]4[CH2:23][CH2:24][O:25][CH2:26][CH2:27]4)[c:20]3[n:21]2)[CH2:11]1. The reactants are N1=C(C=CC=C1)C1=NOC(=N1)C1=CC(=CC(=C1)O)C#N (3-(2-pyridyl)-5-(3-cyano-5-hydroxyphenyl)-1,2,4-oxadiazole), C([O-])([O-])=O.[K+].[K+] (potassium carbonate), ICC (iodoethane). The solvent is CN(C=O)C (N,N-dimethylformamide), ClCCl (dichloromethane). Reaction conditions: temperature 70 celsius. The product is N1=C(C=CC=C1)C1=NOC(=N1)C1=CC(=CC(=C1)OCC)C#N (3-(2-pyridyl)-5-(3-cyano-5-ethoxyphenyl)-1,2,4-oxadiazole). The yield is 39.6%. Reaction SMILES: [N:1]1[CH:6]=[CH:5][CH:4]=[CH:3][C:2]=1[C:7]1[N:11]=[C:10]([C:12]2[CH:17]=[C:16]([OH:18])[CH:15]=[C:14]([C:19]#[N:20])[CH:13]=2)[O:9][N:8]=1.C(=O)([O-])[O-].[K+].[K+].I[CH2:28][CH3:29]>CN(C)C=O.ClCCl>[N:1]1[CH:6]=[CH:5][CH:4]=[CH:3][C:2]=1[C:7]1[N:11]=[C:10]([C:12]2[CH:17]=[C:16]([O:18][CH2:28][CH3:29])[CH:15]=[C:14]([C:19]#[N:20])[CH:13]=2)[O:9][N:8]=1 |f:1.2.3|. Procedure details: A mixture of 3-(2-pyridyl)-5-(3-cyano-5-hydroxyphenyl)-1,2,4-oxadiazole (25 mg, 0.095 mmol), potassium carbonate (26 mg, 0.19 mmol) and iodoethane (11 μL, 0.14 mmol) in N,N-dimethylformamide (1 mL) was heated in a sealed vial at 70° C. for 1 hour. The reaction was cooled, diluted with dichloromethane, washed with water (3×) and saturated brine, filtered and concentrated. Silica gel chromatography of the residue using hexanes/ethyl acetate/dichlrormethane (3.5:0.5:4) followed by trituration with ...